From a dataset of the Open Reaction Database (ORD), a public repository of structured organic reaction records. describe an organic reaction: reactants, conditions, products, and yield Reactants: NC1=NC(C(N1C)=O)(C1=CC=NC=C1)C1=CC(=CC=C1)O (2-amino-5-(3-hydroxyphenyl)-3-methyl-5-pyridin-4-yl-3,5-dihydro-4H-imidazol-4-one), ICCC (1-iodopropane), C(=O)([O-])[O-].[Cs+].[Cs+] (Cs2CO3). Run in CC(=O)C (acetone), CN(C)C=O (DMF). Yields the product NC1=NC(C(N1C)=O)(C1=CC=NC=C1)C1=CC(=CC=C1)OCCC (2-Amino-3-methyl-5-(3-propoxyphenyl)-5-pyridin-4-yl-3,5-dihydro-4H-imidazol-4-one). The yield is 97.2%. RXN SMILES: [NH2:1][C:2]1[N:6]([CH3:7])[C:5](=[O:8])[C:4]([C:15]2[CH:20]=[CH:19][CH:18]=[C:17]([OH:21])[CH:16]=2)([C:9]2[CH:14]=[CH:13][N:12]=[CH:11][CH:10]=2)[N:3]=1.I[CH2:23][CH2:24][CH3:25].C([O-])([O-])=O.[Cs+].[Cs+]>CC(C)=O.CN(C=O)C>[NH2:1][C:2]1[N:6]([CH3:7])[C:5](=[O:8])[C:4]([C:15]2[CH:20]=[CH:19][CH:18]=[C:17]([O:21][CH2:23][CH2:24][CH3:25])[CH:16]=2)([C:9]2[CH:14]=[CH:13][N:12]=[CH:11][CH:10]=2)[N:3]=1 |f:2.3.4|. Procedure: To a stirred solution of 2-amino-5-(3-hydroxyphenyl)-3-methyl-5-pyridin-4-yl-3,5-dihydro-4H-imidazol-4-one (0.13 g, 0.46 mmol) in acetone (20 mL) and DMF (1 mL) is added 1-iodopropane (0.07 mL, 0.69 mmol) and Cs2CO3 (1.50 g, 4.60 mmo). After refluxed for 1 hour, the solvent is evaporated and the crude material was purified by chromatography (silica gel, EtOAc/2M methanolic NH3: 97/3) to give the title compound (0.145 g, 97%) as a solid. mp: 173-175° C.; MS(+) ES: 325 (M+H)+. Reactants: NC=1C(=CC(=NC1)OC1CCN(CC1)CC(=O)OC(C)(C)C)N[C@@H]1CC[C@@H](CC1)C(NC(C)C)=O (tert-butyl 2-(4-(5-amino-4-(cis-4-(isopropylcarbamoyl)cyclohexylamino)pyridin-2-yloxy)piperidin-1-yl)acetate), FC1=CC=C(C(=O)/N=C\2/N(C3=C(C=NC(=C3)OCCOC)N2)[C@@H]2CC[C@@H](CC2)C(NC(C)C)=O)C=C1 ((E)-4-fluoro-N-(1-(cis-4-(isopropylcarbamoyl)cyclohexyl)-6-(2-methoxyethoxy)-1H-imidazo[4,5-c]pyridin-2(3H)-ylidene)benzamide). Yields the product FC1=CC=C(C(=O)\N=C/2\N(C3=C(C=NC(=C3)OC3CCN(CC3)CC(=O)OC(C)(C)C)N2)[C@@H]2CC[C@@H](CC2)C(NC(C)C)=O)C=C1 (tert-Butyl 2-(4-((E)-2-(4-fluorobenzoylimino)-1-(cis-4-(isopropylcarbamoyl)cyclohexyl)-2,3-dihydro-1H-imidazo[4,5-c]pyridin-6-yloxy)piperidin-1-yl)acetate). The yield is 79.0%. As a reaction SMILES: [NH2:1][C:2]1[C:3]([NH:23][C@H:24]2[CH2:29][CH2:28][C@@H:27]([C:30](=[O:35])[NH:31][CH:32]([CH3:34])[CH3:33])[CH2:26][CH2:25]2)=[CH:4][C:5]([O:8][CH:9]2[CH2:14][CH2:13][N:12]([CH2:15][C:16]([O:18][C:19]([CH3:22])([CH3:21])[CH3:20])=[O:17])[CH2:11][CH2:10]2)=[N:6][CH:7]=1.[F:36][C:37]1[CH:71]=[CH:70][C:40]([C:41](/[N:43]=[C:44]2/N([C@H]3CC[C@@H](C(=O)NC(C)C)CC3)C3C=C(OCCOC)N=CC=3N/2)=[O:42])=[CH:39][CH:38]=1>>[F:36][C:37]1[CH:38]=[CH:39][C:40]([C:41](/[N:43]=[C:44]2/[N:23]([C@H:24]3[CH2:25][CH2:26][C@@H:27]([C:30](=[O:35])[NH:31][CH:32]([CH3:33])[CH3:34])[CH2:28][CH2:29]3)[C:3]3[CH:4]=[C:5]([O:8][CH:9]4[CH2:14][CH2:13][N:12]([CH2:15][C:16]([O:18][C:19]([CH3:22])([CH3:21])[CH3:20])=[O:17])[CH2:11][CH2:10]4)[N:6]=[CH:7][C:2]=3[NH:1]/2)=[O:42])=[CH:70][CH:71]=1. Reported procedure: The title compound was prepared from tert-butyl 2-(4-(5-amino-4-(cis-4-(isopropylcarbamoyl)cyclohexylamino)pyridin-2-yloxy)piperidin-1-yl)acetate using a procedure analogous to that used for (E)-4-fluoro-N-(1-(cis-4-(isopropylcarbamoyl)cyclohexyl)-6-(2-methoxyethoxy)-1H-imidazo[4,5-c]pyridin-2(3H)-ylidene)benzamide. Isolated as an off-white solid (124 mg, 79% yield, last step). M/Z calc'd for C34H45FN6O5: 636.76. found 637 [M+H]. Reactants: O1C(COC2=C1C=CC=C2)CN2CC(CCC2)(C)CO ([1-(2,3-dihydrobenzo[1,4]dioxin-2-ylmethyl)-3-methylpiperidin-3-yl]methanol), O1C(COC2=C1C=CC=C2)CN2CC(CCC2)(CC)COCCO (2-[1-(2,3-dihydrobenzo[1,4]dioxin-2-ylmethyl)-3-ethylpiperidin-3-yl-methoxy]ethanol). Product: O1C(COC2=C1C=CC=C2)CN2CC(CCC2)(C)COCCO (2-[1-(2,3-Dihydrobenzo[1,4]dioxin-2-ylmethyl)-3-methylpiperidin-3-ylmethoxy]ethanol). As a reaction SMILES: O1C2C=CC=CC=2OCC1CN1CCCC(CO)(C)C1.[O:21]1[C:26]2[CH:27]=[CH:28][CH:29]=[CH:30][C:25]=2[O:24][CH2:23][CH:22]1[CH2:31][N:32]1[CH2:37][CH2:36][CH2:35][C:34]([CH2:40][O:41][CH2:42][CH2:43][OH:44])([CH2:38]C)[CH2:33]1>>[O:21]1[C:26]2[CH:27]=[CH:28][CH:29]=[CH:30][C:25]=2[O:24][CH2:23][CH:22]1[CH2:31][N:32]1[CH2:37][CH2:36][CH2:35][C:34]([CH2:40][O:41][CH2:42][CH2:43][OH:44])([CH3:38])[CH2:33]1. Reported procedure: Prepared from [1-(2,3-dihydrobenzo[1,4]dioxin-2-ylmethyl)-3-methylpiperidin-3-yl]methanol using the procedure described above for 2-[1-(2,3-dihydrobenzo[1,4]dioxin-2-ylmethyl)-3-ethylpiperidin-3-yl-methoxy]ethanol. The reactants are IC1C(NC2=C(CC1)C=CC=C2)=O (3-Iodo-2,3,4,5-tetrahydro-1H-[1]-benzazapin-2-one), [N-]=[N+]=[N-].[Na+] (sodium azide), ice water. Run in CN(C=O)C (dimethylformamide). Run at time 3 hour. Product: N(=[N+]=[N-])C1C(NC2=C(CC1)C=CC=C2)=O (3-Azido-2,3,4,5-tetrahydro-1H-[1]-benzazapin-2-one). Isolated yield 83.1%. RXN SMILES: I[CH:2]1[CH2:8][CH2:7][C:6]2[CH:9]=[CH:10][CH:11]=[CH:12][C:5]=2[NH:4][C:3]1=[O:13].[N-:14]=[N+:15]=[N-:16].[Na+]>CN(C)C=O>[N:14]([CH:2]1[CH2:8][CH2:7][C:6]2[CH:9]=[CH:10][CH:11]=[CH:12][C:5]=2[NH:4][C:3]1=[O:13])=[N+:15]=[N-:16] |f:1.2|. Procedure: To a solution of 36.7 g (128 mmol) of 3-Iodo-2,3,4,5-tetrahydro-1H-[1]-benzazapin-2-one in 200 mL of dimethylformamide was added 9.97 g (153 mmol) of sodium azide. After 3 h, the mixture was poured into 800 mL of ice water and the precipitate collected on a filter. After washing the solid successively with water, 3% aqueous sodium bisulfite, and water, the product was dried under vacuum to give 21.5 g (83%) of a tan powder. 1H NMR (300 MHz, CDCl3) d 8.91 (1H, bs), 7.4-7.0 (4H, m), 3.89 (1H, t, J... Starting materials: C1(=CC=CC=C1)S(=O)(=O)N1C(=CC=2C1=NC=C(C2)C#CCOC)C(=CC2CCCC2)OS(=O)(=O)C2=CC=C(C=C2)C (toluene-4-sulfonic acid 1-[1-benzenesulfonyl-5-(3-methoxy-prop-1-ynyl)-1H-pyrrolo[2,3-b]pyridin-2-yl]-2-cyclopentyl-vinyl ester), CS(=O)(=O)C1=CC=C(C=C1)B(O)O (4-(methanesulfonyl)phenylboronic acid), C([O-])([O-])=O.[Na+].[Na+] (sodium carbonate). Isolated yield 45.5%. The solvent is C(C)(=O)OCC (ethyl acetate), O1CCOCC1 (dioxane). RXN SMILES: [C:1]1([S:7]([N:10]2[C:14]3=[N:15][CH:16]=[C:17]([C:19]#[C:20][CH2:21][O:22][CH3:23])[CH:18]=[C:13]3[CH:12]=[C:11]2[C:24](OS(C2C=CC(C)=CC=2)(=O)=O)=[CH:25][CH:26]2[CH2:30][CH2:29][CH2:28][CH2:27]2)(=[O:9])=[O:8])[CH:6]=[CH:5][CH:4]=[CH:3][CH:2]=1.[CH3:42][S:43]([C:46]1[CH:51]=[CH:50][C:49](B(O)O)=[CH:48][CH:47]=1)(=[O:45])=[O:44].C(=O)([O-])[O-].[Na+].[Na+]>O1CCOCC1.C(OCC)(=O)C.Cl[Pd](Cl)([P](C1C=CC=CC=1)(C1C=CC=CC=1)C1C=CC=CC=1)[P](C1C=CC=CC=1)(C1C=CC=CC=1)C1C=CC=CC=1>[C:1]1([S:7]([N:10]2[C:14]3=[N:15][CH:16]=[C:17]([C:19]#[C:20][CH2:21][O:22][CH3:23])[CH:18]=[C:13]3[CH:12]=[C:11]2[C:24]([C:49]2[CH:50]=[CH:51][C:46]([S:43]([CH3:42])(=[O:45])=[O:44])=[CH:47][CH:48]=2)=[CH:25][CH:26]2[CH2:30][CH2:29][CH2:28][CH2:27]2)(=[O:9])=[O:8])[CH:6]=[CH:5][CH:4]=[CH:3][CH:2]=1 |f:2.3.4,^1:75,94|. Yields the product C1(=CC=CC=C1)S(=O)(=O)N1C(=CC=2C1=NC=C(C2)C#CCOC)C(=CC2CCCC2)C2=CC=C(C=C2)S(=O)(=O)C (1-benzenesulfonyl-2-[2-cyclopentyl-1-(4-methanesulfonyl-phenyl)-vinyl]-5-(3-methoxy-prop-1-ynyl)-1H-pyrrolo[2,3-b]pyridine). Procedure details: To a mixture of toluene-4-sulfonic acid 1-[1-benzenesulfonyl-5-(3-methoxy-prop-1-ynyl)-1H-pyrrolo[2,3-b]pyridin-2-yl]-2-cyclopentyl-vinyl ester (900 mg, 1.53 mmol), 4-(methanesulfonyl)phenylboronic acid (763 mg, 3.81 mmol) and dichlorobis(triphenylphosphine)palladium (II) (107 mg, 0.15 mmol) in dioxane (5 mL) was added an aqueous sodium carbonate solution (2 M, 1.9 mL). The mixture was subjected to microwave irradiation for 1 h at 100° C. The resulting mixture was diluted with ethyl acetate (150... The reagents and catalysts are Cl[Pd]([P](C1=CC=CC=C1)(C2=CC=CC=C2)C3=CC=CC=C3)([P](C4=CC=CC=C4)(C5=CC=CC=C5)C6=CC=CC=C6)Cl (dichlorobis(triphenylphosphine)palladium). Starting materials: [H][H] (hydrogen), [H][H] (hydrogen), [N+](=O)([O-])C1=C2C(C=3CCCCC3C(C2=CC=C1)=O)=O (5-nitrotetrahydroanthraquinone), [OH-].[Na+] (sodium hydroxide), [H][H] (hydrogen). The reagents and catalysts are [Pd] (palladium on carbon). Product: NC1=CC=CC=2C(C3=CC=CC=C3C(C12)=O)=O (1-aminoanthraquinone). The yield is 94.1%. Reaction SMILES: [N+:1]([C:4]1[CH:17]=[CH:16][CH:15]=[C:14]2[C:5]=1[C:6](=[O:19])[C:7]1[CH2:8][CH2:9][CH2:10][CH2:11][C:12]=1[C:13]2=[O:18])([O-])=O.[OH-].[Na+].[H][H]>[Pd]>[NH2:1][C:4]1[C:5]2[C:6](=[O:19])[C:7]3[C:12](=[CH:11][CH:10]=[CH:9][CH:8]=3)[C:13](=[O:18])[C:14]=2[CH:15]=[CH:16][CH:17]=1 |f:1.2|. Procedure: 2.6 Grams (0.01 mol) of 5-nitrotetrahydroanthraquinone, 52 grams (0.013 mol) of a 1% aqueous sodium hydroxide solution, and 0.052 grams of a 5% palladium on carbon catalyst were introduced into an electromagnetic agitation-type glass reactor having an inner volume of 200 ml. Then, the atmosphere in the reactor was replaced by hydrogen, followed by hydrogenation while agitating at room temperature. When 0.015 mol of hydrogen was absorbed, the hydrogen in the system was replaced by nitrogen and th...